This data is from the Open Reaction Database (ORD), a public repository of structured organic reaction records. The task is: describe an organic reaction: reactants, conditions, products, and yield Starting materials: O1C2=C1C=CCCCCCCCC2 (epoxycyclododecadiene). Reagents/catalysts: [Pd] (palladium). Yields the product C1(CCCCCCCCCCC1)O (cyclododecanol). Isolated yield 5.0%. As a reaction SMILES: [O:1]1[C:3]2[CH:4]=[CH:5][CH2:6][CH2:7][CH2:8][CH2:9][CH2:10][CH2:11][CH2:12][CH2:13][C:2]1=2>[Pd]>[CH:2]1([OH:1])[CH2:13][CH2:12][CH2:11][CH2:10][CH2:9][CH2:8][CH2:7][CH2:6][CH2:5][CH2:4][CH2:3]1. Reported procedure: Further, in a Drafted Report, page 68, of the 24th “Progress in Reaction and Synthesis” Sympodium, Nov. 5 to 6, 1998, a hydrogenation reaction of an epoxycyclododecadiene in the presence of a palladium catalyst carried on a carbon material is reported. In this case, the target cyclododecanol was produced at a yield of 5%.